From a dataset of the Open Reaction Database (ORD), a public repository of structured organic reaction records. describe an organic reaction: reactants, conditions, products, and yield Starting materials: OC(C(=O)O)C1=CC=CC=C1 (hydroxy-phenyl-acetic acid), CC=1C=CC(=CC1)S(=O)(=O)O (PTSA), O1CCCC=C1 (3,4-dihydro-2H-pyran). Run in C(Cl)Cl (DCM), C(Cl)Cl (DCM). Run at temperature 0 celsius, time 15 minute. The product is C1(=CC=CC=C1)C(C(=O)O)OC1OCCCC1 (Phenyl-[(tetrahydro-pyran-2-yloxy)]-acetic acid). The yield is 48.0%. RXN SMILES: [OH:1][CH:2]([C:6]1[CH:11]=[CH:10][CH:9]=[CH:8][CH:7]=1)[C:3]([OH:5])=[O:4].CC1C=CC(S(O)(=O)=O)=CC=1.[O:23]1[CH:28]=[CH:27][CH2:26][CH2:25][CH2:24]1>C(Cl)Cl>[C:6]1([CH:2]([O:1][CH:24]2[CH2:25][CH2:26][CH2:27][CH2:28][O:23]2)[C:3]([OH:5])=[O:4])[CH:11]=[CH:10][CH:9]=[CH:8][CH:7]=1. Reported procedure: To a stirred solution of hydroxy-phenyl-acetic acid (2 g, 13.4 mmol) in DCM (30 mL) was added PTSA (51.2 mg, 0.27 mmol) at 0° C. followed by the addition of 3,4-dihydro-2H-pyran (1.55 g, 18.4 mmol). The mixture was stirred at 0° C. for another 15 min and then gradually warmed up to room temperature and stirred for a further 1.5 hours. The reaction mixture was diluted with DCM (100 mL). The organic phase was washed with saturated aq. Na2CO3 (2×20 mL), water (20 mL), brine (20 mL), dried (Na2SO4) ... Reactants: [Al+3], [H-], [H-], [H-], [H-], [Li+], CCOC(=O)CCc1cnc2ccccc2c1. Yields the product OCCCc1cnc2ccccc2c1. As a reaction SMILES: [Al+3:19].[H-:18].[H-:21].[H-:22].[H-:23].[Li+:20].[n:1]1[cH:2][c:3]([CH2:11][CH2:12][C:13](=[O:14])[O:15][CH2:16][CH3:17])[cH:4][c:5]2[cH:6][cH:7][cH:8][cH:9][c:10]12>>[n:1]1[cH:2][c:3]([CH2:11][CH2:12][CH2:13][OH:14])[cH:4][c:5]2[cH:6][cH:7][cH:8][cH:9][c:10]12. Procedure details: N-{5-[5-fluoro-2-oxo-1,2-dihydro-indol-(3Z)-ylidenemethyl]-2,4-dimethyl-1H-pyrrol-3-yl}-3-bromo-propionamide (548 mg, 1.0 eq) was dissolved in 4 ml of DMF, stirred at room temperature to obtain a solution. To the solution was added 4-ethylpiperazine (850 mg, 4.0 eq). The reaction mixture was heated to 50° C. and reacted for 4 h. Once the reaction was completed as indicated by TLC, the reaction solution was added to 200 ml of ethyl acetate. Solid product was formed, collected by filtration, washe... The solvent is CN(C)C=O (DMF). The yield is 32.0%. The reactants are C(C)N1CCNCC1 (4-ethylpiperazine), FC=1C=C2/C(/C(NC2=CC1)=O)=C/C1=C(C(=C(N1)C)NC(CCBr)=O)C (N-{5-[5-fluoro-2-oxo-1,2-dihydro-indol-(3Z)-ylidenemethyl]-2,4-dimethyl-1H-pyrrol-3-yl}-3-bromo-propionamide), C(C)(=O)OCC (ethyl acetate). Reaction SMILES: [F:1][C:2]1[CH:3]=[C:4]2[C:8](=[CH:9][CH:10]=1)[NH:7][C:6](=[O:11])/[C:5]/2=[CH:12]\[C:13]1[NH:17][C:16]([CH3:18])=[C:15]([NH:19][C:20](=[O:24])[CH2:21][CH2:22]Br)[C:14]=1[CH3:25].[CH2:26]([N:28]1[CH2:33][CH2:32][NH:31][CH2:30][CH2:29]1)[CH3:27].C(OCC)(=O)C>CN(C=O)C>[F:1][C:2]1[CH:3]=[C:4]2[C:8](=[CH:9][CH:10]=1)[NH:7][C:6](=[O:11])/[C:5]/2=[CH:12]\[C:13]1[NH:17][C:16]([CH3:18])=[C:15]([NH:19][C:20](=[O:24])[CH2:21][CH2:22][N:31]2[CH2:32][CH2:33][N:28]([CH2:26][CH3:27])[CH2:29][CH2:30]2)[C:14]=1[CH3:25]. The product is FC=1C=C2/C(/C(NC2=CC1)=O)=C/C1=C(C(=C(N1)C)NC(CCN1CCN(CC1)CC)=O)C (N-{5-[5-fluoro-2-oxo-1,2-dihydro-indol-(3Z)-ylidenemethyl]-2,4-dimethyl-1H-pyrrol-3-yl}-3-(4-ethylpiperazin-1-yl)propionamide). The reactants are N1=CC=CC=C1 (pyridine), C(CCCCCCC\C=C/CCCCCCCC)OCC(OCCCCCCCC\C=C/CCCCCCCC)CO (1,2-O-dioleylglycerol), C1(CCCCC1)N=C=NC1CCCCC1 (N,N'-dicyclohexylcarbodiimide), CN(C=O)C (N,N-dimethylformamide), C1(CCCCC1)N=C=NC1CCCCC1 (N,N'-dicyclohexylcarbodiimide), CN(CC(=O)O)C (N,N-dimethylglycine). The solvent is C(Cl)Cl (methylene chloride). Conditions: time 8 hour. The product is CN(C)CC(=O)OCC(COCCCCCCCC\C=C/CCCCCCCC)OCCCCCCCC\C=C/CCCCCCCC (3-O-(N,N-dimethylaminoacetyl)-1,2-O-dioleylglycerol). Isolated yield 67.2%. RXN SMILES: CN(C)C=O.[CH3:6][N:7]([CH3:12])[CH2:8][C:9]([OH:11])=[O:10].C1(N=C=NC2CCCCC2)CCCCC1.N1C=CC=CC=1.[CH2:34]([O:52][CH2:53][CH:54]([CH2:74]O)[O:55][CH2:56][CH2:57][CH2:58][CH2:59][CH2:60][CH2:61][CH2:62][CH2:63]/[CH:64]=[CH:65]\[CH2:66][CH2:67][CH2:68][CH2:69][CH2:70][CH2:71][CH2:72][CH3:73])[CH2:35][CH2:36][CH2:37][CH2:38][CH2:39][CH2:40][CH2:41]/[CH:42]=[CH:43]\[CH2:44][CH2:45][CH2:46][CH2:47][CH2:48][CH2:49][CH2:50][CH3:51]>C(Cl)Cl>[CH3:6][N:7]([CH2:8][C:9]([O:11][CH2:74][CH:54]([O:55][CH2:56][CH2:57][CH2:58][CH2:59][CH2:60][CH2:61][CH2:62][CH2:63]/[CH:64]=[CH:65]\[CH2:66][CH2:67][CH2:68][CH2:69][CH2:70][CH2:71][CH2:72][CH3:73])[CH2:53][O:52][CH2:34][CH2:35][CH2:36][CH2:37][CH2:38][CH2:39][CH2:40][CH2:41]/[CH:42]=[CH:43]\[CH2:44][CH2:45][CH2:46][CH2:47][CH2:48][CH2:49][CH2:50][CH3:51])=[O:10])[CH3:12]. Procedure details: In a solvent mixture of 22 ml N,N-dimethylformamide and 11 ml methylene chloride was suspended 572 mg (5.547 mmol) of N,N-dimethylglycine followed by addition of 1736 mg (8.414 mmol) of N,N'-dicyclohexylcarbodiimide and the mixture was stirred at ambient temperature overnight. The solvent was then distilled off under reduced pressure and the residue was dissolved in 12 ml of pyridine containing 327 mg (0.551 mmol) of dissolved 1,2-O-dioleylglycerol. Then, 80 mg (0.388 mmol) of N,N'-dicyclohexylc... Reactants: C(=O)(C(F)(F)F)O (TFA), C(C)(C)(C)OC(=O)N1CC=2N=CN=C(C2CC1)OC=1C=C2C=CN(C2=CC1)C(NC1=C(C=CC(=C1)C(F)(F)F)F)=O (4-[1-(2-fluoro-5-trifluoromethyl-phenylcarbamoyl)-1H-indol-5-yloxy]-5,8-dihydro-6H-pyrido[3,4-d]pyrimidine-7-carboxylic acid tert-butyl ester). The solvent is C(Cl)Cl (DCM). Yields the product FC1=C(C=C(C=C1)C(F)(F)F)NC(=O)N1C=CC2=CC(=CC=C12)OC=1C2=C(N=CN1)CNCC2 (5-(5,6,7,8-Tetrahydro-pyrido[3,4-d]pyrimidin-4-yloxy)-indole-1-carboxylic acid (2-fluoro-5-trifluoromethyl-phenyl)-amide). Reaction SMILES: C(O)(C(F)(F)F)=O.C(OC([N:15]1[CH2:24][CH2:23][C:22]2[C:21]([O:25][C:26]3[CH:27]=[C:28]4[C:32](=[CH:33][CH:34]=3)[N:31]([C:35](=[O:48])[NH:36][C:37]3[CH:42]=[C:41]([C:43]([F:46])([F:45])[F:44])[CH:40]=[CH:39][C:38]=3[F:47])[CH:30]=[CH:29]4)=[N:20][CH:19]=[N:18][C:17]=2[CH2:16]1)=O)(C)(C)C>C(Cl)Cl>[F:47][C:38]1[CH:39]=[CH:40][C:41]([C:43]([F:44])([F:45])[F:46])=[CH:42][C:37]=1[NH:36][C:35]([N:31]1[C:32]2[C:28](=[CH:27][C:26]([O:25][C:21]3[C:22]4[CH2:23][CH2:24][NH:15][CH2:16][C:17]=4[N:18]=[CH:19][N:20]=3)=[CH:34][CH:33]=2)[CH:29]=[CH:30]1)=[O:48]. Reported procedure: TFA (1 mL, 13.0 mmol) is added to a solution of 4-[1-(2-fluoro-5-trifluoromethyl-phenylcarbamoyl)-1H-indol-5-yloxy]-5,8-dihydro-6H-pyrido[3,4-d]pyrimidine-7-carboxylic acid tert-butyl ester (0.125 g, 0.219 mmol) and DCM (2.5 mL). After 1 h the solution is concentrated in vacuo. The residue is taken up in MeOH and neutralized to pH 7 by the addition of NH4OH and the solution is separated via semi-prep HPLC (C18; 10-100% I/H2O with 0.1% NH4OH) to give 5-(5,6,7,8-Tetrahydro-pyrido[3,4-d]pyrimidin-4... Reactants: CC1(OC1)C (2,2-dimethyloxirane), BrC1=C(C=C(C=C1C)O)C (4-bromo-3,5-dimethylphenol), C(=O)([O-])[O-].[K+].[K+] (K2CO3). Run in CN(C=O)C (N,N-dimethylformamide). The product is BrC1=C(C=C(OCC(C)(O)C)C=C1C)C (1-(4-Bromo-3,5-dimethylphenoxy)-2-methylpropan-2-ol). As a reaction SMILES: [CH3:1][C:2]1([CH3:5])[CH2:4][O:3]1.[Br:6][C:7]1[C:12]([CH3:13])=[CH:11][C:10]([OH:14])=[CH:9][C:8]=1[CH3:15].C([O-])([O-])=O.[K+].[K+]>CN(C)C=O>[Br:6][C:7]1[C:12]([CH3:13])=[CH:11][C:10]([O:14][CH2:1][C:2]([CH3:5])([OH:3])[CH3:4])=[CH:9][C:8]=1[CH3:15] |f:2.3.4|. Procedure details: In a microwave vial 2,2-dimethyloxirane (2.2 g) is added to a suspension of 4-bromo-3,5-dimethylphenol and K2CO3 (11 g) in N,N-dimethylformamide (6 mL). The vial is sealed and the mixture is heated for 48 hours to 120° C. After cooling to room temperature the mixture is partitioned between saturated aqueous Na2CO3 solution and ethyl acetate. The aqueous phase is extracted twice with ethyl acetate and the combined organic phases are dried (MgSO4) and concentrated. The residue is chromatographed o... Reactants: Cc1ncc(C=O)cc1OCc1cccc(C#N)c1, N#Cc1ccc(N)cc1. The product is Cc1ncc(CNc2ccc(C#N)cc2)cc1OCc1cccc(C#N)c1. RXN SMILES: [CH:1](=[O:2])[c:3]1[cH:4][c:5]([O:10][CH2:11][c:12]2[cH:13][c:14]([C:15]#[N:16])[cH:17][cH:18][cH:19]2)[c:6]([CH3:9])[n:7][cH:8]1.[NH2:20][c:21]1[cH:22][cH:23][c:24]([C:25]#[N:26])[cH:27][cH:28]1>>[CH2:1]([c:3]1[cH:4][c:5]([O:10][CH2:11][c:12]2[cH:13][c:14]([C:15]#[N:16])[cH:17][cH:18][cH:19]2)[c:6]([CH3:9])[n:7][cH:8]1)[NH:20][c:21]1[cH:22][cH:23][c:24]([C:25]#[N:26])[cH:27][cH:28]1. Starting materials: C(C)(C)(C)O[C@H](C(=O)OCC)C=1C(=NC=2N(C1C=1C(=C3CCCOC3=C(C1)F)C)N=C(C2F)C(NCC2=CC(=C(C=C2)F)C)=O)C ((2S)-ethyl 2-(tert-butoxy)-2-(3-fluoro-2-((4-fluoro-3-methylbenzyl)carbamoyl)-7-(8-fluoro-5-methylchroman-6-yl)-5-methylpyrazolo[1,5-a]pyrimidin-6-yl)acetate), O.[OH-].[Li+] (lithium hydroxide monohydrate). The solvent is C(C)O (ethanol), O (water). Conditions: temperature 60 celsius. Product: C(C)(C)(C)O[C@H](C(=O)O)C=1C(=NC=2N(C1C=1C(=C3CCCOC3=C(C1)F)C)N=C(C2F)C(NCC2=CC(=C(C=C2)F)C)=O)C ((2S)-2-(tert-Butoxy)-2-(3-fluoro-2-((4-fluoro-3-methylbenzyl)carbamoyl)-7-(8-fluoro-5-methylchroman-6-yl)-5-methylpyrazolo[1,5-a]pyrimidin-6-yl)acetic acid), solid. Isolated yield 9.0%. As a reaction SMILES: [C:1]([O:5][C@@H:6]([C:12]1[C:13]([CH3:46])=[N:14][C:15]2[N:16]([N:30]=[C:31]([C:34](=[O:45])[NH:35][CH2:36][C:37]3[CH:42]=[CH:41][C:40]([F:43])=[C:39]([CH3:44])[CH:38]=3)[C:32]=2[F:33])[C:17]=1[C:18]1[C:19]([CH3:29])=[C:20]2[C:25](=[C:26]([F:28])[CH:27]=1)[O:24][CH2:23][CH2:22][CH2:21]2)[C:7]([O:9]CC)=[O:8])([CH3:4])([CH3:3])[CH3:2].O.[OH-].[Li+]>C(O)C.O>[C:1]([O:5][C@@H:6]([C:12]1[C:13]([CH3:46])=[N:14][C:15]2[N:16]([N:30]=[C:31]([C:34](=[O:45])[NH:35][CH2:36][C:37]3[CH:42]=[CH:41][C:40]([F:43])=[C:39]([CH3:44])[CH:38]=3)[C:32]=2[F:33])[C:17]=1[C:18]1[C:19]([CH3:29])=[C:20]2[C:25](=[C:26]([F:28])[CH:27]=1)[O:24][CH2:23][CH2:22][CH2:21]2)[C:7]([OH:9])=[O:8])([CH3:4])([CH3:3])[CH3:2] |f:1.2.3|. Procedure details: To a solution of (2S)-ethyl 2-(tert-butoxy)-2-(3-fluoro-2-((4-fluoro-3-methylbenzyl)carbamoyl)-7-(8-fluoro-5-methylchroman-6-yl)-5-methylpyrazolo[1,5-a]pyrimidin-6-yl)acetate (22 mg, 0.034 mol, 1 equiv) in ethanol (0.46 mL) and water (0.23 mL) was added lithium hydroxide monohydrate (7.2 mg, 0.172 mmol, 5 equiv). The reaction was heated in an oil bath at 60° C. for 2 h. After cooling to ambient temperature, the reaction was filtered and loaded directly onto reverse phase HPLC (acetonitrile/TFA e...